This data is from the Open Reaction Database (ORD), a public repository of structured organic reaction records. The task is: describe an organic reaction: reactants, conditions, products, and yield The reactants are [H-].[Na+] (NaH), C1CCOC1 (THF), C1CCOC1 (THF), COC=1C(C=CC(=O)OC)=CC=CC1Cl (methyl (methyl 3-chlorosalicylyl)acetate), C1CCOC1 (THF). Conditions: time 1 hour. The product is C(=O)(OC)C=1OC2=C(C1O)C=CC=C2Cl (2-Carbomethoxy-7-chloro-3-hydroxybenzofuran). Isolated yield 80.0%. As a reaction SMILES: [H-].[Na+].C[O:4][C:5]1[C:6](=[CH:13][CH:14]=[CH:15][C:16]=1[Cl:17])[CH:7]=[CH:8][C:9]([O:11][CH3:12])=[O:10].C1C[O:21]CC1>>[C:9]([C:8]1[O:4][C:5]2[C:16]([Cl:17])=[CH:15][CH:14]=[CH:13][C:6]=2[C:7]=1[OH:21])([O:11][CH3:12])=[O:10] |f:0.1|. Procedure: According to the procedure of D. C. Schroeder, et al., J. Org. Chem., 27, 586 (1962) to a stirred suspension of NaH (50% dispersion in mineral oil, washed with hexane) (4.5 g, 0.093 mol) in THF (20 mL) was added a solution of methyl (methyl 3-chlorosalicylyl)acetate (24.1 g, 0.093 mol) in THF (50 mL). Additional THF (60 mL) was added. After 1 hour, the mixture was heated under reflux for 1 hour, cooled, and partitioned between ether and H2O. The aqueous phase was acidified with 1N HCl and the pr... Starting materials: C(C)OC(C1=CC=C(C=C1)C(CC(C)(C)C)O)OCC (1-[4-(diethoxymethyl)-phenyl]-3,3-dimethylbutan-1-ol). Run in CCCCCC (hexane). The reagents and catalysts are [O-2].[O-2].[Mn+4] (manganese dioxide). The product is C(C)OC(C1=CC=C(C=C1)C(CC(C)(C)C)=O)OCC (1-[4-(Diethoxymethyl)-phenyl]-3,3-dimethylbutan-1-one). Procedure details: Dissolve 1-[4-(diethoxymethyl)-phenyl]-3,3-dimethylbutan-1-ol (3.8 g, 13.57 mmol) in hexane (50 mL). Add manganese dioxide (3.5 g, 40.71 mmol) and stir the mixture at 60° C. overnight. Filter the solid and concentrate the filtrate in vacuo to give the desired intermediate as a colorless oil (3.49 g, 93%). As a reaction SMILES: [CH2:1]([O:3][CH:4]([O:18][CH2:19][CH3:20])[C:5]1[CH:10]=[CH:9][C:8]([CH:11]([OH:17])[CH2:12][C:13]([CH3:16])([CH3:15])[CH3:14])=[CH:7][CH:6]=1)[CH3:2]>CCCCCC.[O-2].[O-2].[Mn+4]>[CH2:19]([O:18][CH:4]([O:3][CH2:1][CH3:2])[C:5]1[CH:10]=[CH:9][C:8]([C:11](=[O:17])[CH2:12][C:13]([CH3:14])([CH3:16])[CH3:15])=[CH:7][CH:6]=1)[CH3:20] |f:2.3.4|. Yield: 92.4%.